This data is from the Open Reaction Database (ORD), a public repository of structured organic reaction records. The task is: describe an organic reaction: reactants, conditions, products, and yield Starting materials: CC(C)(C)OC(=O)N(CC=CCl)c1ccc2ccc(S(=O)(=O)N(Cc3ccccc3)Cc3ccccc3)cc2c1Br, CCCC[SnH](CCCC)CCCC, CC(C)(C#N)N=NC(C)(C)C#N, c1ccccc1. Product: CC(C)(C)OC(=O)N1CC(CCl)c2c1ccc1ccc(S(=O)(=O)N(Cc3ccccc3)Cc3ccccc3)cc21. Reaction SMILES: [Br:1][c:2]1[c:3]([N:30]([C:31]([O:32][C:33]([CH3:34])([CH3:35])[CH3:36])=[O:37])[CH2:38][CH:39]=[CH:40][Cl:41])[cH:4][cH:5][c:6]2[cH:7][cH:8][c:9]([S:12](=[O:13])(=[O:14])[N:15]([CH2:16][c:17]3[cH:18][cH:19][cH:20][cH:21][cH:22]3)[CH2:23][c:24]3[cH:25][cH:26][cH:27][cH:28][cH:29]3)[cH:10][c:11]12.[CH3:42][CH2:43][CH2:44][CH2:45][SnH:46]([CH2:47][CH2:48][CH2:49][CH3:50])[CH2:51][CH2:52][CH2:53][CH3:54].[N:55]#[C:56][C:57]([N:58]=[N:59][C:60]([C:61]#[N:62])([CH3:63])[CH3:64])([CH3:65])[CH3:66].[cH:67]1[cH:68][cH:69][cH:70][cH:71][cH:72]1>>[c:2]12[c:3]([cH:4][cH:5][c:6]3[cH:7][cH:8][c:9]([S:12](=[O:13])(=[O:14])[N:15]([CH2:16][c:17]4[cH:18][cH:19][cH:20][cH:21][cH:22]4)[CH2:23][c:24]4[cH:25][cH:26][cH:27][cH:28][cH:29]4)[cH:10][c:11]13)[N:30]([C:31]([O:32][C:33]([CH3:34])([CH3:35])[CH3:36])=[O:37])[CH2:38][CH:39]2[CH2:40][Cl:41]. Starting materials: CN(C)CCN, O=C(O)c1cccc(-c2nc(N3CCOCC3)nc3c2CCN3c2ccncc2)c1, On1nnc2ccccc21. The product is CN(C)CCNC(=O)c1cccc(-c2nc(N3CCOCC3)nc3c2CCN3c2ccncc2)c1. Reaction SMILES: [CH3:41][N:42]([CH2:43][CH2:44][NH2:45])[CH3:46].[O:1]1[CH2:2][CH2:3][N:4]([c:7]2[n:8][c:9](-[c:22]3[cH:23][c:24]([C:25](=[O:26])[OH:27])[cH:28][cH:29][cH:30]3)[c:10]3[c:11]([n:12]2)[N:13]([c:16]2[cH:17][cH:18][n:19][cH:20][cH:21]2)[CH2:14][CH2:15]3)[CH2:5][CH2:6]1.[OH:31][n:32]1[c:33]2[c:34]([cH:35][cH:36][cH:37][cH:38]2)[n:39][n:40]1>>[O:1]1[CH2:2][CH2:3][N:4]([c:7]2[n:8][c:9](-[c:22]3[cH:23][c:24]([C:25](=[O:26])[NH:45][CH2:44][CH2:43][N:42]([CH3:41])[CH3:46])[cH:28][cH:29][cH:30]3)[c:10]3[c:11]([n:12]2)[N:13]([c:16]2[cH:17][cH:18][n:19][cH:20][cH:21]2)[CH2:14][CH2:15]3)[CH2:5][CH2:6]1. The reactants are O=C([O-])[O-], COc1ccc(CBr)cc1, CO, [I-], [K+], [K+], [K+], O=c1[nH]c2ccccc2c2cc(CO)nn12. The product is COc1ccc(Cn2c(=O)n3nc(CO)cc3c3ccccc32)cc1. RXN SMILES: [C:29](=[O:30])([O-:31])[O-:32].[CH3:1][O:2][c:3]1[cH:4][cH:5][c:6]([CH2:7][Br:8])[cH:9][cH:10]1.[CH3:35][OH:36].[I-:12].[K+:11].[K+:33].[K+:34].[OH:13][CH2:14][c:15]1[n:16][n:17]2[c:18](=[O:28])[nH:19][c:20]3[cH:21][cH:22][cH:23][cH:24][c:25]3[c:26]2[cH:27]1>>[CH3:1][O:2][c:3]1[cH:4][cH:5][c:6]([CH2:7][n:19]2[c:18](=[O:28])[n:17]3[n:16][c:15]([CH2:14][OH:13])[cH:27][c:26]3[c:25]3[c:20]2[cH:21][cH:22][cH:23][cH:24]3)[cH:9][cH:10]1. The reactants are [BH4-], CCO, CSc1ccc(C=O)cc1C, Cl, [Na+]. The product is CSc1ccc(CO)cc1C. As a reaction SMILES: [BH4-:1].[CH3:15][CH2:16][OH:17].[CH3:3][c:4]1[cH:5][c:6]([CH:7]=[O:8])[cH:9][cH:10][c:11]1[S:12][CH3:13].[ClH:14].[Na+:2]>>[CH3:3][c:4]1[cH:5][c:6]([CH2:7][OH:8])[cH:9][cH:10][c:11]1[S:12][CH3:13]. Reactants: Cn1nc(Cl)cc(Br)c1=O, O=C([O-])[O-], Cc1cc(N)nn1C, [Cs+], [Cs+], O=C(C=Cc1ccccc1)C=Cc1ccccc1, C1COCCO1, O=C(C=Cc1ccccc1)C=Cc1ccccc1, O=C(C=Cc1ccccc1)C=Cc1ccccc1, [Pd], [Pd], CC1(C)c2cccc(P(c3ccccc3)c3ccccc3)c2Oc2c(P(c3ccccc3)c3ccccc3)cccc21. Yields the product Cc1cc(Nc2cc(Cl)nn(C)c2=O)nn1C. RXN SMILES: [Br:9][c:10]1[c:11](=[O:18])[n:12]([CH3:17])[n:13][c:14]([Cl:16])[cH:15]1.[C:61](=[O:62])([O-:63])[O-:64].[CH3:1][n:2]1[n:3][c:4]([NH2:8])[cH:5][c:6]1[CH3:7].[Cs+:65].[Cs+:66].[O:111]=[C:112]([CH:113]=[CH:114][c:115]1[cH:116][cH:117][cH:118][cH:119][cH:120]1)[CH:121]=[CH:122][c:123]1[cH:124][cH:125][cH:126][cH:127][cH:128]1.[O:67]1[CH2:68][CH2:69][O:70][CH2:71][CH2:72]1.[O:75]=[C:76]([CH:77]=[CH:78][c:79]1[cH:80][cH:81][cH:82][cH:83][cH:84]1)[CH:85]=[CH:86][c:87]1[cH:88][cH:89][cH:90][cH:91][cH:92]1.[O:93]=[C:94]([CH:95]=[CH:96][c:97]1[cH:98][cH:99][cH:100][cH:101][cH:102]1)[CH:103]=[CH:104][c:105]1[cH:106][cH:107][cH:108][cH:109][cH:110]1.[Pd:73].[Pd:74].[c:19]1([P:20]([c:21]2[cH:22][cH:23][cH:24][cH:25][cH:26]2)[c:27]2[c:28]3[c:52]([cH:53][cH:54][cH:55]2)[C:49]([CH3:50])([CH3:51])[c:31]2[c:30]([c:35]([P:36]([c:37]4[cH:38][cH:39][cH:40][cH:41][cH:42]4)[c:43]4[cH:44][cH:45][cH:46][cH:47][cH:48]4)[cH:34][cH:33][cH:32]2)[O:29]3)[cH:56][cH:57][cH:58][cH:59][cH:60]1>>[CH3:1][n:2]1[n:3][c:4]([NH:8][c:10]2[c:11](=[O:18])[n:12]([CH3:17])[n:13][c:14]([Cl:16])[cH:15]2)[cH:5][c:6]1[CH3:7]. The reactants are Example 107, C(=O)O (formic acid), C(C)(=O)OC(C)=O (acetic anhydride), C(=O)O (formic acid), ONC(CS(=O)(=O)C1=CC=C(C=C1)C1=CC(=CC=C1)CNC(=O)C1=NC2=CC=CC=C2C(N1)=O)C(C)C (N-[(4′-{[2-(hydroxyamino)-3-methylbutyl]sulfonyl}biphenyl-3-yl)methyl]-4-oxo-3,4-dihydroquinazoline-2-carboxamide). Run in C1CCOC1 (THF). Conditions: time 2 hour. Product: C(=O)N(C(CS(=O)(=O)C1=CC=C(C=C1)C1=CC(=CC=C1)CNC(=O)C1=NC2=CC=CC=C2C(N1)=O)C(C)C)O (N-{[4′-({2-[formyl(hydroxy)amino]-3-methylbutyl}sulfonyl)biphenyl-3-yl]methyl}-4-oxo-3,4-dihydroquinazoline-2-carboxamide). Isolated yield 37.0%. Reaction SMILES: [CH:1](O)=[O:2].C(OC(=O)C)(=O)C.[OH:11][NH:12][CH:13]([CH:45]([CH3:47])[CH3:46])[CH2:14][S:15]([C:18]1[CH:23]=[CH:22][C:21]([C:24]2[CH:29]=[CH:28][CH:27]=[C:26]([CH2:30][NH:31][C:32]([C:34]3[NH:43][C:42](=[O:44])[C:41]4[C:36](=[CH:37][CH:38]=[CH:39][CH:40]=4)[N:35]=3)=[O:33])[CH:25]=2)=[CH:20][CH:19]=1)(=[O:17])=[O:16]>C1COCC1>[CH:1]([N:12]([OH:11])[CH:13]([CH:45]([CH3:47])[CH3:46])[CH2:14][S:15]([C:18]1[CH:19]=[CH:20][C:21]([C:24]2[CH:29]=[CH:28][CH:27]=[C:26]([CH2:30][NH:31][C:32]([C:34]3[NH:43][C:42](=[O:44])[C:41]4[C:36](=[CH:37][CH:38]=[CH:39][CH:40]=4)[N:35]=3)=[O:33])[CH:25]=2)=[CH:22][CH:23]=1)(=[O:16])=[O:17])=[O:2]. Reported procedure: To formic acid (0.217 mL) was added acetic anhydride (0.054 mL, 0.576 mmol) at room temperature, and the mixture was stirred at room temperature for 2 hr. This solution was added to a suspension of N-[(4′-{[2-(hydroxyamino)-3-methylbutyl]sulfonyl}biphenyl-3-yl)methyl]-4-oxo-3,4-dihydroquinazoline-2-carboxamide obtained in Reference Example 107 (0.285 g, 0.430 mmol) and formic acid (2 mL) in THF (20 mL), and the mixture was stirred at room temperature for 4 hr. The reaction mixture was concentrat... The reactants are O=C(O)CC(Cc1cc(Br)c2[nH]ncc2c1CO)C(=O)O, Cc1ccccc1, O, Cc1ccc(S(=O)(=O)O)cc1. Yields the product O=C(O)CC1Cc2cc(Br)c3[nH]ncc3c2COC1=O. As a reaction SMILES: [Br:1][c:2]1[cH:3][c:4]([CH2:13][CH:14]([C:15](=[O:16])[OH:17])[CH2:18][C:19](=[O:20])[OH:21])[c:5]([CH2:11][OH:12])[c:6]2[cH:7][n:8][nH:9][c:10]12.[CH3:34][c:35]1[cH:36][cH:37][cH:38][cH:39][cH:40]1.[OH2:22].[c:23]1([CH3:24])[cH:25][cH:26][c:27]([S:28]([OH:29])(=[O:30])=[O:31])[cH:32][cH:33]1>>[Br:1][c:2]1[cH:3][c:4]2[c:5]([c:6]3[cH:7][n:8][nH:9][c:10]13)[CH2:11][O:16][C:15](=[O:17])[CH:14]([CH2:18][C:19](=[O:20])[OH:21])[CH2:13]2. Starting materials: CS(C)=O, COc1ccc(CN(CCCl)CCCl)cc1, N#CCc1cccnc1Cl, [H-], [Na+]. The product is COc1ccc(CN2CCC(C#N)(c3cccnc3Cl)CC2)cc1. As a reaction SMILES: [CH3:29][S:30]([CH3:31])=[O:32].[Cl:13][CH2:14][CH2:15][N:16]([CH2:17][CH2:18][Cl:19])[CH2:20][c:21]1[cH:22][cH:23][c:24]([O:27][CH3:28])[cH:25][cH:26]1.[Cl:1][c:2]1[n:3][cH:4][cH:5][cH:6][c:7]1[CH2:8][C:9]#[N:10].[H-:12].[Na+:11]>>[Cl:1][c:2]1[n:3][cH:4][cH:5][cH:6][c:7]1[C:8]1([C:9]#[N:10])[CH2:14][CH2:15][N:16]([CH2:20][c:21]2[cH:22][cH:23][c:24]([O:27][CH3:28])[cH:25][cH:26]2)[CH2:17][CH2:18]1. Reactants: C(C)(=O)[O-].[Na+] (sodium acetate), BrC(C=O)C=O (2-bromomalonaldehyde), C(C)(C)(C)OC(=O)N[C@H](C(=O)OC(C)(C)C)CCNC(=S)N ((S)-tert-Butyl 2-(tert-butoxycarbonylamino)-4-thioureidobutanoate). Solvent: C1CCOC1 (THF), C(C)(=O)O (acetic acid). Run at time 2 hour. The product is C(C)(C)(C)OC(=O)N[C@H](C(=O)OC(C)(C)C)CCNC=1SC(=CN1)C=O ((S)-tert-Butyl 2-(tert-butoxycarbonylamino)-4-(5-formylthiazol-2-ylamino)butanoate). Isolated yield 62.6%. As a reaction SMILES: [C:1]([O:5][C:6]([NH:8][C@@H:9]([CH2:17][CH2:18][NH:19][C:20]([NH2:22])=[S:21])[C:10]([O:12][C:13]([CH3:16])([CH3:15])[CH3:14])=[O:11])=[O:7])([CH3:4])([CH3:3])[CH3:2].C([O-])(=O)C.[Na+].Br[CH:29]([CH:32]=O)[CH:30]=[O:31]>C1COCC1.C(O)(=O)C>[C:1]([O:5][C:6]([NH:8][C@@H:9]([CH2:17][CH2:18][NH:19][C:20]1[S:21][C:29]([CH:30]=[O:31])=[CH:32][N:22]=1)[C:10]([O:12][C:13]([CH3:14])([CH3:15])[CH3:16])=[O:11])=[O:7])([CH3:2])([CH3:3])[CH3:4] |f:1.2|. Procedure details: To a solution of material from Example 48 (5.25 g, 15.75 mmol) in a mixture of THF (178 mL) and acetic acid (29.6 mL), is added sequentially sodium acetate (1.55 g, 18.91 mmol) and 2-bromomalonaldehyde (2.75 g, 17.33 mmol) and the reaction is stirred at room temp. for 2 h. The solvent is removed in vacuo and the residue is partitioned between water (25 mL) and CH2Cl2 (40 mL). The aqueous phase is extracted with CH2Cl2 (2×20 mL), neutralized to pH 8 with solid sodium bicarbonate and extracted aga... Starting materials: CC(=O)N(C)CC(C)Oc1cccc2ncnc(Nc3ccc(O)c(Cl)c3)c12, ClCc1cscn1, Cl. The product is CC(=O)N(C)CC(C)Oc1cccc2ncnc(Nc3ccc(OCc4cscn4)c(Cl)c3)c12. RXN SMILES: [Cl:1][c:2]1[cH:3][c:4]([NH:9][c:10]2[n:11][cH:12][n:13][c:14]3[cH:15][cH:16][cH:17][c:18]([O:20][CH:21]([CH2:22][N:23]([C:24]([CH3:25])=[O:26])[CH3:27])[CH3:28])[c:19]23)[cH:5][cH:6][c:7]1[OH:8].[Cl:30][CH2:31][c:32]1[n:33][cH:34][s:35][cH:36]1.[ClH:29]>>[Cl:1][c:2]1[cH:3][c:4]([NH:9][c:10]2[n:11][cH:12][n:13][c:14]3[cH:15][cH:16][cH:17][c:18]([O:20][CH:21]([CH2:22][N:23]([C:24]([CH3:25])=[O:26])[CH3:27])[CH3:28])[c:19]23)[cH:5][cH:6][c:7]1[O:8][CH2:31][c:32]1[n:33][cH:34][s:35][cH:36]1.